From a dataset of the Open Reaction Database (ORD), a public repository of structured organic reaction records. describe an organic reaction: reactants, conditions, products, and yield Reactants: CN1CCN2c3c(cccc31)C1CNCCC12, O=C(CCCCl)c1ccncc1, N. Yields the product CN1CCN2c3c(cccc31)C1CN(CCCC(=O)c3ccncc3)CCC12, Cl. Reaction SMILES: [CH3:13][N:14]1[CH2:15][CH2:16][N:17]2[c:18]3[c:19]([cH:20][cH:21][cH:22][c:23]31)[CH:24]1[CH:25]2[CH2:26][CH2:27][NH:28][CH2:29]1.[Cl:1][CH2:2][CH2:3][CH2:4][C:5](=[O:6])[c:7]1[cH:8][cH:9][n:10][cH:11][cH:12]1.[NH3:30]>>[CH2:2]([CH2:3][CH2:4][C:5](=[O:6])[c:7]1[cH:8][cH:9][n:10][cH:11][cH:12]1)[N:28]1[CH2:27][CH2:26][CH:25]2[N:17]3[CH2:16][CH2:15][N:14]([CH3:13])[c:23]4[c:18]3[c:19]([cH:20][cH:21][cH:22]4)[CH:24]2[CH2:29]1.[ClH:1]. The reactants are C1CCOC1, COC(=O)C(CCC(=O)OC(C)(C)C)NC(=O)c1cc(OCC(=O)C(C)(C)C)n(-c2ccccc2)n1, Cl, [Na+], [OH-]. The product is CC(C)(C)OC(=O)CCC(NC(=O)c1cc(OCC(=O)C(C)(C)C)n(-c2ccccc2)n1)C(=O)O. As a reaction SMILES: [CH2:40]1[O:41][CH2:42][CH2:43][CH2:44]1.[CH3:1][O:2][C:3]([CH:4]([CH2:5][CH2:6][C:7](=[O:8])[O:9][C:10]([CH3:11])([CH3:12])[CH3:13])[NH:14][C:15](=[O:16])[c:17]1[n:18][n:19](-[c:30]2[cH:31][cH:32][cH:33][cH:34][cH:35]2)[c:20]([O:22][CH2:23][C:24]([C:25]([CH3:26])([CH3:27])[CH3:28])=[O:29])[cH:21]1)=[O:36].[ClH:39].[Na+:38].[OH-:37]>>[O:2]=[C:3]([CH:4]([CH2:5][CH2:6][C:7](=[O:8])[O:9][C:10]([CH3:11])([CH3:12])[CH3:13])[NH:14][C:15](=[O:16])[c:17]1[n:18][n:19](-[c:30]2[cH:31][cH:32][cH:33][cH:34][cH:35]2)[c:20]([O:22][CH2:23][C:24]([C:25]([CH3:26])([CH3:27])[CH3:28])=[O:29])[cH:21]1)[OH:36]. Starting materials: COC=1C=CC=C2C(=C(NC12)C(=O)O)C (7-methoxy-3-methyl-1H-indole-2-carboxylic acid), COCCN(C1=NC=C(C=C1)N)C (N2-(2-methoxy-ethyl)-N2-methyl-pyridine-2,5-diamine). Yields the product COCCN(C1=CC=C(C=N1)NC(=O)C=1NC2=C(C=CC=C2C1C)OC)C (7-methoxy-3-methyl-1H-indole-2-carboxylic acid {6-[(2-methoxy-ethyl)-methyl-amino]-pyridin-3-yl}-amide). RXN SMILES: [CH3:1][O:2][C:3]1[CH:4]=[CH:5][CH:6]=[C:7]2[C:11]=1[NH:10][C:9]([C:12]([OH:14])=O)=[C:8]2[CH3:15].[CH3:16][O:17][CH2:18][CH2:19][N:20]([CH3:28])[C:21]1[CH:26]=[CH:25][C:24]([NH2:27])=[CH:23][N:22]=1>>[CH3:16][O:17][CH2:18][CH2:19][N:20]([CH3:28])[C:21]1[N:22]=[CH:23][C:24]([NH:27][C:12]([C:9]2[NH:10][C:11]3[C:7]([C:8]=2[CH3:15])=[CH:6][CH:5]=[CH:4][C:3]=3[O:2][CH3:1])=[O:14])=[CH:25][CH:26]=1. Procedure: With a procedure similar to the example above, 7-methoxy-3-methyl-1H-indole-2-carboxylic acid {6-[(2-methoxy-ethyl)-methyl-amino]-pyridin-3-yl}-amide was prepared from 7-methoxy-3-methyl-1H-indole-2-carboxylic acid and N2-(2-methoxy-ethyl)-N2-methyl-pyridine-2,5-diamine. LCMS calcd for C20H24N4O3 (m/e) 368, obsd 369 (M+H). Reactants: O=C(C(C(=O)OCC)=CC1=C(C=CC(=C1)OC)OC)C (ethyl 3-oxo-2-(2,5-dimethoxyphenylmethylidene)butanoate), [H][H] (hydrogen). Reagents/catalysts: [Pd] (palladium on charcoal). The solvent is C(C)(=O)OCC (ethyl acetate). Conditions: time 12 hour. Product: O=C(C(C(=O)OCC)CC1=C(C=CC(=C1)OC)OC)C (ethyl 3-oxo-2-(2,5-dimethoxy-phenylmethyl)butanoate). The yield is 91.2%. As a reaction SMILES: [O:1]=[C:2]([CH3:20])[C:3](=[CH:9][C:10]1[CH:15]=[C:14]([O:16][CH3:17])[CH:13]=[CH:12][C:11]=1[O:18][CH3:19])[C:4]([O:6][CH2:7][CH3:8])=[O:5].[H][H]>[Pd].C(OCC)(=O)C>[O:1]=[C:2]([CH3:20])[CH:3]([CH2:9][C:10]1[CH:15]=[C:14]([O:16][CH3:17])[CH:13]=[CH:12][C:11]=1[O:18][CH3:19])[C:4]([O:6][CH2:7][CH3:8])=[O:5]. Reported procedure: A mixture of 32.0 grams (0.126 mole) of ethyl 3-oxo-2-(2,5-dimethoxyphenylmethylidene)butanoate and 1.5 grams (catalyst) of 5% palladium on charcoal in 250 mL of ethyl acetate is hydrogenated using a Parr hydrogenation apparatus with hydrogen pressure at 20-40 psi. The hydrogenation requires about 12 hours. After this time, the reaction mixture is removed from the hydrogenator and filtered. The filtrate is concentrated under reduced pressure, yielding 32.2 grams of ethyl 3-oxo-2-(2,5-dimethoxy-p... The reactants are CSCC=1C=CC=C2C=CNC12 (7-[(Methylsulfanyl)methyl]-1H-indole), ClC1=CC=C(C=C1)C(C)(O)C1=CC=C(C=C1)F (1-(4-Chlorophenyl)-1-(4-fluorophenyl)ethanol), FC1=CC=C(C=C1)C(C1=CNC2=C(C=CC=C12)CSC)C1=CC=C(C=C1)F (3-[Bis(4-fluorophenyl)methyl]-7-[(methylsulfanyl)methyl]-1H-indole). Reaction conditions: temperature 80 celsius, time 4 hour. Yields the product ClC1=CC=C(C=C1)C(C)(C1=CC=C(C=C1)F)C1=CNC2=C(C=CC=C12)CSC (3-[1-(4-Chlorophenyl)-1-(4-fluorophenyl)ethyl]-7-[(methylsulfanyl)methyl]-1H-indole). Reaction SMILES: [CH3:1][S:2][CH2:3][C:4]1[CH:5]=[CH:6][CH:7]=[C:8]2[C:12]=1[NH:11][CH:10]=[CH:9]2.[Cl:13][C:14]1[CH:19]=[CH:18][C:17]([C:20]([C:23]2[CH:28]=[CH:27][C:26]([F:29])=[CH:25][CH:24]=2)(O)[CH3:21])=[CH:16][CH:15]=1.FC1C=CC(C(C2C=CC(F)=CC=2)C2C3C(=C(CSC)C=CC=3)NC=2)=CC=1>>[Cl:13][C:14]1[CH:15]=[CH:16][C:17]([C:20]([C:9]2[C:8]3[C:12](=[C:4]([CH2:3][S:2][CH3:1])[CH:5]=[CH:6][CH:7]=3)[NH:11][CH:10]=2)([C:23]2[CH:24]=[CH:25][C:26]([F:29])=[CH:27][CH:28]=2)[CH3:21])=[CH:18][CH:19]=1. Procedure details: The title compound was prepared starting from 1.00 g (5.64 mmol) of the compound from Example 8A and 1.41 g (5.64 mmol) of the compound from Example 182A in analogy to the synthesis of the compound from Example 278. A difference was that stirring at 80° C. was for only 4 h. 1.31 g (56% of theory) of the target compound were obtained.